This data is from the Open Reaction Database (ORD), a public repository of structured organic reaction records. The task is: describe an organic reaction: reactants, conditions, products, and yield Reaction SMILES: [OH-].[Na+].[CH3:3][C:4]1[N:5]=[C:6]2[CH:11]=[N:10][CH:9]=[CH:8][N:7]2[C:12]=1[C:13]([O:15]CC)=[O:14].Cl>O>[CH3:3][C:4]1[N:5]=[C:6]2[CH:11]=[N:10][CH:9]=[CH:8][N:7]2[C:12]=1[C:13]([OH:15])=[O:14] |f:0.1|. Run in O (water). Reactants: [OH-].[Na+] (sodium hydroxide), CC=1N=C2N(C=CN=C2)C1C(=O)OCC (ethyl 2-methylimidazo[1,2-a]pyrazine-3-carboxylate), Cl (HCl). The product is CC=1N=C2N(C=CN=C2)C1C(=O)O (2-Methyl-imidazo[1,2-a]pyrazine-3-carboxylic acid). Yield: 6.4%. Reported procedure: A solution of sodium hydroxide (1.754 g, 43.9 mmol) in water (25 ml) was added to crude ethyl 2-methylimidazo[1,2-a]pyrazine-3-carboxylate (4.5 g, 21.93 mmol). The reaction is exothermic and goes to completion in minutes without additional heating. The mixture was acidified with concentrated HCl to pH 5. The solution was injected onto a preparative C18 column and washed with water and then eluted with 20% CH3CN/water. The product fractions were combined and concentrate to yield 2-Methyl-imidazo[... RXN SMILES: [C:12]([O:13][I+3:16]([O:14][C:15](=[O:17])[CH3:18])([O-:19])([O-:20])[O-:21])(=[O:22])[CH3:23].[CH2:24]([N+:25]([CH2:26][CH3:27])([CH2:28][CH3:29])[CH2:30][CH3:31])[CH3:32].[Cl:33][CH2:34][Cl:35].[OH:1][c:2]1[c:3]([CH:4]=[O:5])[cH:6][c:7]([O:10][CH3:11])[cH:8][cH:9]1>>[OH:1][c:2]1[c:3]([CH:4]=[O:5])[cH:6][c:7]([O:10][CH3:11])[cH:8][c:9]1[I:16]. Reactants: CC(=O)O[I+3]([O-])([O-])([O-])OC(C)=O, CC[N+](CC)(CC)CC, ClCCl, COc1ccc(O)c(C=O)c1. Yields the product COc1cc(I)c(O)c(C=O)c1.